From a dataset of the Open Reaction Database (ORD), a public repository of structured organic reaction records. describe an organic reaction: reactants, conditions, products, and yield The reactants are C(#N)[BH3-].[Na+] (Sodium cyanoborohydride), FC1=C(C=C(C=C1)OC)C1=C(C=C(C=C1)C(=O)OC)C=O (Methyl 2′-fluoro-2-formyl-5′-(methyloxy)-1,1′-biphenyl-4-carboxylate), C[C@H]1N[C@@H](CC1)C ((2R,5R)-2,5-dimethylpyrrolidine). Solvent: CO (MeOH), CCOC(=O)C (EtOAc). Run at temperature 110 celsius, time 30 minute. Product: C[C@H]1N([C@@H](CC1)C)CC1=C(C=CC(=C1)C(=O)OC)C1=C(C=CC(=C1)OC)F (Methyl 2-(((2R,5R)-2,5-dimethyl-1-pyrrolidinyl)methyl)-2′-fluoro-5′-(methyloxy)-1,1′-biphenyl-4-carboxylate). The yield is 13.9%. Reaction SMILES: C([BH3-])#N.[Na+].[F:5][C:6]1[CH:11]=[CH:10][C:9]([O:12][CH3:13])=[CH:8][C:7]=1[C:14]1[CH:19]=[CH:18][C:17]([C:20]([O:22][CH3:23])=[O:21])=[CH:16][C:15]=1[CH:24]=O.[CH3:26][C@@H:27]1[CH2:31][CH2:30][C@@H:29]([CH3:32])[NH:28]1>CO.CCOC(C)=O>[CH3:26][C@@H:27]1[CH2:31][CH2:30][C@@H:29]([CH3:32])[N:28]1[CH2:24][C:15]1[CH:16]=[C:17]([C:20]([O:22][CH3:23])=[O:21])[CH:18]=[CH:19][C:14]=1[C:7]1[CH:8]=[C:9]([O:12][CH3:13])[CH:10]=[CH:11][C:6]=1[F:5] |f:0.1|. Reported procedure: Sodium cyanoborohydride (0.071 g, 1.1 mmol) was added to a solution of 66.60C (0.180 g, 0.62 mmol) and (2R,5R)-2,5-dimethylpyrrolidine (available from Aldrich) (0.073 g, 0.74 mmol) in MeOH (3 mL). The reaction was stirred at 110° C. for 30 minutes and then was diluted with EtOAc (100 mL). The mixture was washed with an aqueous Na2CO3 solution and brine, and dried over anhydrous sodium sulfate. After filtration, solvent was removed, and the residue was purified by flash chromatography (silica gel... The reactants are C(C)(C)(C)OC(N(C)C)OC(C)(C)C (N,N-dimethylformamide di-t-butyl acetal), O=C1N2CCC3=C(C2=C(C=C1C1=CC(=CC=C1)F)C(=O)O)SC=C3 (4,5-dihydro-7-oxo-8-(m-fluorophenyl)-7H-thieno[2,3-a]quinolizine-10-carboxylic acid). Run in C1(=CC=CC=C1)C (toluene). Run at time 8 hour. Yields the product FC=1C=C(C=CC1)C=1C(N2CCC3=C(C2=C(C1)C(=O)OC(C)(C)C)SC=C3)=O (tert-butyl 8-(m-fluorophenyl)-4,5-dihydro-7-oxo-7H-thieno[2,3-a]quinolizine-10-carboxylate). As a reaction SMILES: C([O:5][CH:6]([O:10][C:11]([CH3:14])([CH3:13])[CH3:12])N(C)C)(C)(C)C.[O:15]=[C:16]1[C:25]([C:26]2[CH:31]=[CH:30][CH:29]=[C:28]([F:32])[CH:27]=2)=[CH:24][C:23](C(O)=O)=[C:22]2[N:17]1[CH2:18][CH2:19][C:20]1[CH:38]=[CH:37][S:36][C:21]=12>C1(C)C=CC=CC=1>[F:32][C:28]1[CH:27]=[C:26]([C:25]2[C:16](=[O:15])[N:17]3[C:22](=[C:23]([C:6]([O:10][C:11]([CH3:12])([CH3:13])[CH3:14])=[O:5])[CH:24]=2)[C:21]2[S:36][CH:37]=[CH:38][C:20]=2[CH2:19][CH2:18]3)[CH:31]=[CH:30][CH:29]=1. Procedure: 0.96 ml of N,N-dimethylformamide di-t-butyl acetal was added dropwise within 20 minutes to a boiling solution of 0.34 g of 4,5-dihydro-7-oxo-8-(m-fluorophenyl)-7H-thieno[2,3-a]quinolizine-10-carboxylic acid in 5 ml of toluene. The mixture was heated under reflux for an additional 30 minutes, left to stand at room temperature overnight and then washed once with water, twice with saturated aqueous sodium bicarbonate solution and once with saturated aqueous sodium chloride solution. The organic pha...